From a dataset of the Open Reaction Database (ORD), a public repository of structured organic reaction records. describe an organic reaction: reactants, conditions, products, and yield Reactants: C(C1=CC=CC=C1)C(C(=O)Cl)C=C (2-benzylbut-3-eneoic acid chloride), Cl.NO (hydroxylamine hydrochloride), [OH-].[K+] (potassium hydroxide). Run in C1CCOC1 (THF), CO (methyl alcohol), CO (methyl alcohol). The product is C(C1=CC=CC=C1)C(C(=O)O)C=C (2-benzylbut-3-eneoic acid). Reaction SMILES: Cl.N[OH:3].[OH-].[K+].[CH2:6]([CH:13]([CH:17]=[CH2:18])[C:14](Cl)=[O:15])[C:7]1[CH:12]=[CH:11][CH:10]=[CH:9][CH:8]=1>CO.C1COCC1>[CH2:6]([CH:13]([CH:17]=[CH2:18])[C:14]([OH:3])=[O:15])[C:7]1[CH:12]=[CH:11][CH:10]=[CH:9][CH:8]=1 |f:0.1,2.3|. Reported procedure: A solution of hydroxylamine hydrochloride (0.455 g, 6.55 mmole) in 25 ml of absolute methyl alcohol and a solution of potassium hydroxide (0.85 g, 12.8 mmole) in 25 ml of absolute methyl alcohol were cooled to 0° C. and mixed together. A solution of 2-benzylbut-3-eneoic acid chloride, prepared as described in A above, in 10 ml of dry THF was added at 0° C. to the mixed solutions with stirring. The cooling bath was removed and the mixture was stirred at room temperature for 20 minutes. The pH of ...